Dataset: the Open Reaction Database (ORD), a public repository of structured organic reaction records. Task: describe an organic reaction: reactants, conditions, products, and yield Reactants: CO, [Cl-], O=C(O)c1ccc(Cl)cc1Cl. The product is COc1cc(Cl)ccc1C(=O)O. As a reaction SMILES: [CH3:13][OH:14].[Cl-:12].[OH:1][C:2](=[O:3])[c:4]1[cH:5][cH:6][c:7]([Cl:8])[cH:9][c:10]1[Cl:11]>>[OH:1][C:2](=[O:3])[c:4]1[cH:5][cH:6][c:7]([Cl:8])[cH:9][c:10]1[O:14][CH3:13]. Reactants: O1C=C(C=C1)B(O)O (3-furaneboronic acid), [Cu(OH)TMEDA]2Cl2, ClC=1C=C(C=CC1)C#CC=1N=C(NC1)C (4-(3-Chloro-phenylethynyl)-2-methyl-1H-imidazole). The solvent is ClCCl (dichloromethane). Conditions: time 8 hour. The product is ClC=1C=C(C=CC1)C#CC=1N=C(N(C1)C1=COC=C1)C (4-(3-Chloro-phenylethynyl)-1-furan-3-yl-2-methyl-1H-imidazole). Reaction SMILES: [Cl:1][C:2]1[CH:3]=[C:4]([C:8]#[C:9][C:10]2[N:11]=[C:12]([CH3:15])[NH:13][CH:14]=2)[CH:5]=[CH:6][CH:7]=1.[O:16]1[CH:20]=[CH:19][C:18](B(O)O)=[CH:17]1>ClCCl>[Cl:1][C:2]1[CH:3]=[C:4]([C:8]#[C:9][C:10]2[N:11]=[C:12]([CH3:15])[N:13]([C:18]3[CH:19]=[CH:20][O:16][CH:17]=3)[CH:14]=2)[CH:5]=[CH:6][CH:7]=1. Procedure: 4-(3-Chloro-phenylethynyl)-2-methyl-1H-imidazole (200 mg, 0.92 mmol) was dissolved in 10 mL dichloromethane. Powdered molecular sieves (3 A, 200 mg), 3-furaneboronic acid (207 mg, 1.85 mmol) and [Cu(OH)TMEDA]2Cl2 (43 mg, 0.093 mmol) were added. Oxygen was bubbled through the reaction mixture for 10 minutes and stirring was continued at room temperature overnight. The reaction mixture was filtered through a dicalite speed plus pad and washed with 50 mL dichloromethane. The filtrate was washed wit... Reactants: BrC=1C=CC2=C(C(=NCC(=N2)NN)C2=C(C=CC=C2)Cl)C1 (7-bromo-2-hydrazino-5-(o-chlorophenyl)-3H-1,4-benzodiazepine), C(C(=O)C)(=O)OC (methyl pyruvate). Yields the product BrC=1C=CC2=C(C(=NCC(=N2)NN=C(C)C(=O)OC)C2=C(C=CC=C2)Cl)C1 (7-bromo-2-[[1-(methoxycarbonyl)ethylidene]hydrazino]-5-(o-chlorophenyl)-3H-1,4-benzodiazepine). RXN SMILES: [Br:1][C:2]1[CH:3]=[CH:4][C:5]2[N:11]=[C:10]([NH:12][NH2:13])[CH2:9][N:8]=[C:7]([C:14]3[CH:19]=[CH:18][CH:17]=[CH:16][C:15]=3[Cl:20])[C:6]=2[CH:21]=1.[C:22]([O:27][CH3:28])(=[O:26])[C:23]([CH3:25])=O>>[Br:1][C:2]1[CH:3]=[CH:4][C:5]2[N:11]=[C:10]([NH:12][N:13]=[C:23]([C:22]([O:27][CH3:28])=[O:26])[CH3:25])[CH2:9][N:8]=[C:7]([C:14]3[CH:19]=[CH:18][CH:17]=[CH:16][C:15]=3[Cl:20])[C:6]=2[CH:21]=1. Procedure details: In the manner given in Example 1, 7-bromo-2-hydrazino-5-(o-chlorophenyl)-3H-1,4-benzodiazepine can be stirred with methyl pyruvate at room temperature to give 7-bromo-2-[[1-(methoxycarbonyl)ethylidene]hydrazino]-5-(o-chlorophenyl)-3H-1,4-benzodiazepine. The reactants are C(C)(=O)O[C@H]1C[C@@H](CC2=CC[C@H]3[C@@H]4CC[C@H]([C@@H]([C@@H](C#CC(C)(C)OC5OCCCC5)O)C)[C@]4(CC[C@@H]3[C@@]12C)C)OC(C)=O ((22S)-1α,3β-diacetoxy-25-tetrahydropyranyloxy-cholest-5-en-23-yn-22-ol), O1CCCC1 (tetrahydrofuran), Cl (hydrochloric acid). Reagents/catalysts: [Pd] (Pd-C). The solvent is C(C)(=O)OCC (ethyl acetate), CO (methanol), C(C)(=O)OCC (ethyl acetate). Conditions: time 8 hour. Product: C(C)(=O)O[C@H]1C[C@@H](CC2=CC[C@H]3[C@@H]4CC[C@H]([C@@H]([C@@H](CCC(C)(C)O)OC(C)=O)C)[C@]4(CC[C@@H]3[C@@]12C)C)OC(C)=O ((22R)-1α,3β,22-triacetoxycholest-5-en-25-ol). RXN SMILES: [C:1]([O:4][C@@H:5]1[C@@:37]2([CH3:38])[C:9](=[CH:10][CH2:11][C@@H:12]3[C@@H:36]2[CH2:35][CH2:34][C@@:33]2([CH3:39])[C@H:13]3[CH2:14][CH2:15][C@@H:16]2[C@H:17]([CH3:32])[C@H:18]([OH:31])[C:19]#[C:20][C:21]([O:24]C2CCCCO2)([CH3:23])[CH3:22])[CH2:8][C@@H:7]([O:40][C:41](=[O:43])[CH3:42])[CH2:6]1)(=[O:3])[CH3:2].Cl.[O:45]1CC[CH2:47][CH2:46]1>CO.C(OCC)(=O)C.[Pd]>[C:1]([O:4][C@@H:5]1[C@@:37]2([CH3:38])[C:9](=[CH:10][CH2:11][C@@H:12]3[C@@H:36]2[CH2:35][CH2:34][C@@:33]2([CH3:39])[C@H:13]3[CH2:14][CH2:15][C@@H:16]2[C@H:17]([CH3:32])[C@H:18]([O:31][C:46](=[O:45])[CH3:47])[CH2:19][CH2:20][C:21]([OH:24])([CH3:23])[CH3:22])[CH2:8][C@@H:7]([O:40][C:41](=[O:43])[CH3:42])[CH2:6]1)(=[O:3])[CH3:2]. Procedure: 109 mg of (22S)-1α,3β-diacetoxy-25-tetrahydropyranyloxy-cholest-5-en-23-yn-22-ol (IIIa1) was dissolved in a mixture of methanol and tetrahydrofuran, and after adding thereto 3 drops of 2N-hydrochloric acid, the mixture was stirred for 3 hours at room temperature. The reaction solution was diluted with ethyl acetate, and washed with saturated aqueous sodium hydrogen carbonate and water, successively. After drying with magnesium sulfate, the solvent was distilled away. The residue obtained was dis... Reactants: ClCSc1ccccc1Br, Nc1ncccn1, Cc1ccccc1C. Product: [Cl-], Nc1nccc[n+]1CSc1ccccc1Br. As a reaction SMILES: [Cl:8][CH2:9][S:10][c:11]1[c:12]([Br:17])[cH:13][cH:14][cH:15][cH:16]1.[NH2:1][c:2]1[n:3][cH:4][cH:5][cH:6][n:7]1.[c:18]1([CH3:19])[c:20]([CH3:21])[cH:22][cH:23][cH:24][cH:25]1>>[Cl-:8].[NH2:1][c:2]1[n+:3]([CH2:9][S:10][c:11]2[c:12]([Br:17])[cH:13][cH:14][cH:15][cH:16]2)[cH:4][cH:5][cH:6][n:7]1. The reagents and catalysts are [Pd] (Pd/C). Procedure details: Trans-1-tert-butyl 4-ethyl 3-(((S)-1-phenylethyl)amino)piperidine-1,4-dicarboxylate 6 (3.7 g, 8.3 mmol, 1.0 equiv) was hydrogenated in the presence of 10% Pd/C (0.37 g) catalyst under H2 at 30 atmospheric pressure in MeOH (100 mL) at 50° C. for 8 h. The catalyst was filtered off and the solvent was removed in vacuo to give (trans)-1-tert-butyl 4-ethyl 3-aminopiperidine-1,4-dicarboxylate 7 as light yellow oil (2.5 g, yield: 92%). ESI-MS (M+H)+: 273.1. 1H NMR (400 MHz, CDCl3) δ: 4.18 (q, 2H), 3.97... Solvent: CO (MeOH). RXN SMILES: C1([C@@H]([NH:9][C@H:10]2[C@H:15]([C:16]([O:18][CH2:19][CH3:20])=[O:17])[CH2:14][CH2:13][N:12]([C:21]([O:23][C:24]([CH3:27])([CH3:26])[CH3:25])=[O:22])[CH2:11]2)C)C=CC=CC=1>CO.[Pd]>[NH2:9][C@H:10]1[C@H:15]([C:16]([O:18][CH2:19][CH3:20])=[O:17])[CH2:14][CH2:13][N:12]([C:21]([O:23][C:24]([CH3:25])([CH3:27])[CH3:26])=[O:22])[CH2:11]1. Starting materials: C1(=CC=CC=C1)[C@H](C)N[C@@H]1CN(CC[C@H]1C(=O)OCC)C(=O)OC(C)(C)C ((trans)-1-tert-butyl 4-ethyl 3-(((S)-1-phenylethyl)amino)piperidine-1,4-dicarboxylate). Yield: 110.6%. Yields the product N[C@@H]1CN(CC[C@H]1C(=O)OCC)C(=O)OC(C)(C)C ((trans)-1-tert-butyl 4-ethyl 3-aminopiperidine-1,4-dicarboxylate). As a reaction SMILES: [CH3:1][N:2]([S:3](=[O:4])(=[O:5])[N:6]([O:7][CH3:8])[S:9](=[O:10])(=[O:11])[NH:12][C:13]([O:14][c:16]1[cH:17][cH:18][cH:19][cH:20][cH:21]1)=[O:15])[CH3:22].[CH3:23][C:24]1=[N:25][NH:26][CH:27]([c:29]2[cH:30][cH:31][cH:32][cH:33][cH:34]2)[CH2:28]1.[cH:35]1[cH:36][cH:37][cH:38][cH:39][cH:40]1>>[CH3:1][N:2]([S:3](=[O:4])(=[O:5])[N:6]([O:7][CH3:8])[S:9](=[O:10])(=[O:11])[NH:12][C:13](=[O:14])[N:26]1[N:25]=[C:24]([CH3:23])[CH2:28][CH:27]1[c:29]1[cH:30][cH:31][cH:32][cH:33][cH:34]1)[CH3:22]. The reactants are CON(S(=O)(=O)NC(=O)Oc1ccccc1)S(=O)(=O)N(C)C, CC1=NNC(c2ccccc2)C1, c1ccccc1. The product is CON(S(=O)(=O)NC(=O)N1N=C(C)CC1c1ccccc1)S(=O)(=O)N(C)C. Starting materials: Oc1c(Cl)cc(OCC=C(Cl)Cl)cc1Cl, OCCCCOCC#CCl, CC(C)OC(=O)N=NC(=O)OC(C)C, C1CCOC1, c1ccc(P(c2ccccc2)c2ccccc2)cc1. Yields the product ClC#CCOCCCCOc1c(Cl)cc(OCC=C(Cl)Cl)cc1Cl. Reaction SMILES: [Cl:11][c:12]1[c:13]([OH:25])[c:14]([Cl:24])[cH:15][c:16]([O:18][CH2:19][CH:20]=[C:21]([Cl:22])[Cl:23])[cH:17]1.[Cl:1][C:2]#[C:3][CH2:4][O:5][CH2:6][CH2:7][CH2:8][CH2:9][OH:10].[O:45]=[C:46]([O:47][CH:48]([CH3:49])[CH3:50])[N:51]=[N:52][C:53]([O:54][CH:55]([CH3:56])[CH3:57])=[O:58].[O:59]1[CH2:60][CH2:61][CH2:62][CH2:63]1.[c:26]1([P:27]([c:28]2[cH:29][cH:30][cH:31][cH:32][cH:33]2)[c:34]2[cH:35][cH:36][cH:37][cH:38][cH:39]2)[cH:40][cH:41][cH:42][cH:43][cH:44]1>>[Cl:1][C:2]#[C:3][CH2:4][O:5][CH2:6][CH2:7][CH2:8][CH2:9][O:10][c:13]1[c:12]([Cl:11])[cH:17][c:16]([O:18][CH2:19][CH:20]=[C:21]([Cl:22])[Cl:23])[cH:15][c:14]1[Cl:24]. The reactants are C(C)(C)(C)NS(=O)(=O)C1=CC=C(C=C1)C1=C(C2=CC=CC=CC2=C1C1=CC=CC=C1)C(=O)OC (Methyl 2- (4-t-butylaminosulfonylphenyl) -3-phenylazulene-1-carboxylate), methyl 3-bromo-2-(4-t-butylaminosulfonylphenyl) azulene-1-carboxlate, C1(=CC=CC=C1)B(O)O (phenylboronic acid), C(=O)([O-])[O-].[Na+].[Na+] (Na2CO3), ice water. Reagents/catalysts: C=1C=CC(=CC1)[P](C=2C=CC=CC2)(C=3C=CC=CC3)[Pd]([P](C=4C=CC=CC4)(C=5C=CC=CC5)C=6C=CC=CC6)([P](C=7C=CC=CC7)(C=8C=CC=CC8)C=9C=CC=CC9)[P](C=1C=CC=CC1)(C=1C=CC=CC1)C=1C=CC=CC1 (tetrakis(triphenylphosphine)palladium). Solvent: C1(=CC=CC=C1)C (toluene). Yields the product C1(=CC=CC=C1)C1=C(C=C2C=CC=CC=C12)C1=CC=C(C=C1)S(=O)(=O)N (4-(1 -Phenylazulene-2-yl)phenylsulfonamide). Reaction SMILES: C([NH:5][S:6]([C:9]1[CH:14]=[CH:13][C:12]([C:15]2[C:24]([C:25]3[CH:30]=[CH:29][CH:28]=[CH:27][CH:26]=3)=[C:23]3[C:17](=[CH:18][CH:19]=[CH:20][CH:21]=[CH:22]3)[C:16]=2C(OC)=O)=[CH:11][CH:10]=1)(=[O:8])=[O:7])(C)(C)C.C1(B(O)O)C=CC=CC=1.C([O-])([O-])=O.[Na+].[Na+]>C1(C)C=CC=CC=1.C1C=CC([P]([Pd]([P](C2C=CC=CC=2)(C2C=CC=CC=2)C2C=CC=CC=2)([P](C2C=CC=CC=2)(C2C=CC=CC=2)C2C=CC=CC=2)[P](C2C=CC=CC=2)(C2C=CC=CC=2)C2C=CC=CC=2)(C2C=CC=CC=2)C2C=CC=CC=2)=CC=1>[C:25]1([C:24]2[C:23]3[C:17]([CH:18]=[CH:19][CH:20]=[CH:21][CH:22]=3)=[CH:16][C:15]=2[C:12]2[CH:13]=[CH:14][C:9]([S:6]([NH2:5])(=[O:7])=[O:8])=[CH:10][CH:11]=2)[CH:26]=[CH:27][CH:28]=[CH:29][CH:30]=1 |f:2.3.4,^1:60,62,81,100|. Procedure: Methyl 2- (4-t-butylaminosulfonylphenyl) -3-phenylazulene-1-carboxylate: To a solution of methyl 3-bromo-2-(4-t-butylaminosulfonylphenyl) azulene-1-carboxlate (0.56 g) in toluene (10.0 ml) was added phenylboronic acid (0.34 g), tetrakis(triphenylphosphine)palladium (0) (0.07 g) and 2M aqueous Na2CO3 (2.3 ml), and the reaction mixture was heated under reflux for 2 hr. The reaction mixture was poured into ice-water, followed by extracted with EtOAc. The combined EtOAc extracts were washed with wat...